From a dataset of the Open Reaction Database (ORD), a public repository of structured organic reaction records. describe an organic reaction: reactants, conditions, products, and yield The reactants are Cn1cc(Br)c(C(F)(F)F)n1, COc1ccc(F)c(Cl)c1C(C)c1c[nH]c2ncc(B3OC(C)(C)C(C)(C)O3)cc12, [K+], [K+], O=C([O-])[O-], C1COCCO1, O, c1ccc(P(c2ccccc2)(c2ccccc2)[Pd](P(c2ccccc2)(c2ccccc2)c2ccccc2)(P(c2ccccc2)(c2ccccc2)c2ccccc2)P(c2ccccc2)(c2ccccc2)c2ccccc2)cc1. The product is COc1ccc(F)c(Cl)c1C(C)c1c[nH]c2ncc(-c3cn(C)nc3C(F)(F)F)cc12. As a reaction SMILES: [Br:31][c:32]1[c:33]([C:38]([F:39])([F:40])[F:41])[n:34][n:35]([CH3:37])[cH:36]1.[Cl:1][c:2]1[c:3]([CH:11]([CH3:12])[c:13]2[cH:14][nH:15][c:16]3[n:17][cH:18][c:19]([B:22]4[O:23][C:24]([CH3:25])([CH3:26])[C:27]([CH3:28])([CH3:29])[O:30]4)[cH:20][c:21]23)[c:4]([O:9][CH3:10])[cH:5][cH:6][c:7]1[F:8].[K+:42].[K+:43].[O-:44][C:45]([O-:46])=[O:47].[O:126]1[CH2:127][CH2:128][O:129][CH2:130][CH2:131]1.[OH2:48].[cH:49]1[cH:50][cH:51][c:52]([P:53]([Pd:54]([P:55]([c:56]2[cH:57][cH:58][cH:59][cH:60][cH:61]2)([c:62]2[cH:63][cH:64][cH:65][cH:66][cH:67]2)[c:68]2[cH:69][cH:70][cH:71][cH:72][cH:73]2)([P:74]([c:75]2[cH:76][cH:77][cH:78][cH:79][cH:80]2)([c:81]2[cH:82][cH:83][cH:84][cH:85][cH:86]2)[c:87]2[cH:88][cH:89][cH:90][cH:91][cH:92]2)[P:93]([c:94]2[cH:95][cH:96][cH:97][cH:98][cH:99]2)([c:100]2[cH:101][cH:102][cH:103][cH:104][cH:105]2)[c:106]2[cH:107][cH:108][cH:109][cH:110][cH:111]2)([c:112]2[cH:113][cH:114][cH:115][cH:116][cH:117]2)[c:118]2[cH:119][cH:120][cH:121][cH:122][cH:123]2)[cH:124][cH:125]1>>[Cl:1][c:2]1[c:3]([CH:11]([CH3:12])[c:13]2[cH:14][nH:15][c:16]3[n:17][cH:18][c:19](-[c:32]4[c:33]([C:38]([F:39])([F:40])[F:41])[n:34][n:35]([CH3:37])[cH:36]4)[cH:20][c:21]23)[c:4]([O:9][CH3:10])[cH:5][cH:6][c:7]1[F:8]. The reactants are NC1=NC(=CC(=N1)C1=C(C=CC(=C1)Cl)O)NC1=CC=C(C=C1)Cl (2-[2-amino-6-(4-chloro-phenylamino)-pyrimidin-4-yl]-4-chloro-phenol), BrCC=C (3-bromo-propene). Yields the product C(C=C)OC1=C(C=C(C=C1)Cl)C1=CC(=NC(=N1)N)NC1=CC=C(C=C1)Cl (6-(2-Allyloxy-5-chloro-phenyl)-N*4*-(4-chloro-phenyl)-pyrimidine-2,4-diamine). The yield is 80.0%. RXN SMILES: [NH2:1][C:2]1[N:7]=[C:6]([C:8]2[CH:13]=[C:12]([Cl:14])[CH:11]=[CH:10][C:9]=2[OH:15])[CH:5]=[C:4]([NH:16][C:17]2[CH:22]=[CH:21][C:20]([Cl:23])=[CH:19][CH:18]=2)[N:3]=1.Br[CH2:25][CH:26]=[CH2:27]>>[CH2:27]([O:15][C:9]1[CH:10]=[CH:11][C:12]([Cl:14])=[CH:13][C:8]=1[C:6]1[N:7]=[C:2]([NH2:1])[N:3]=[C:4]([NH:16][C:17]2[CH:22]=[CH:21][C:20]([Cl:23])=[CH:19][CH:18]=2)[CH:5]=1)[CH:26]=[CH2:25]. Procedure: Following the method described in Example 165, 2-[2-amino-6-(4-chloro-phenylamino)-pyrimidin-4-yl]-4-chloro-phenol and 3-bromo-propene provided the title compound (80% yield) 1H NMR (DMSO-d6) δ 4.68 (d, 2H, CH2), 5.25-5.28 (m, 1H, Ar), 5.36-5.41 (m, 1H, Ar), 6.03-6.08 (m, 1H, Ar), 6.36 (s, 2H, NH2), 6.70 (s, 1H, Ar), 7.14 (d, 1H, J=8.9 Hz, Ar), 7.31 (d, 2H, J=8.9 Hz, Ar), 7.40 (dd, 1H, J—2.8 Hz, J=8.8 Hz, Ar), 7.78 (d, 2H, J=8.9 Hz, Ar), 7.85 (d, 1H, J=2.8 Hz, Ar), 9.32 (s, 1H, NH). Starting materials: Br (hydrobromic acid), CC1=C(C=NC(=C1)C)N1CCN(CC1)S(=O)(=O)C1=CC=C(C=C1)C (1-(4,6-dimethylpyridin-3-yl)-4-(toluene-4-sulfonyl)piperazine), [OH-].[Na+] (sodium hydroxide). Run in C(C)(=O)O (acetic acid). Reaction conditions: temperature 100 celsius. The product is CC1=C(C=NC(=C1)C)N1CCNCC1 (1-(4,6-dimethylpyridin-3-yl)piperazine). Yield: 62.3%. As a reaction SMILES: [CH3:1][C:2]1[CH:7]=[C:6]([CH3:8])[N:5]=[CH:4][C:3]=1[N:9]1[CH2:14][CH2:13][N:12](S(C2C=CC(C)=CC=2)(=O)=O)[CH2:11][CH2:10]1.Br.[OH-].[Na+]>C(O)(=O)C>[CH3:1][C:2]1[CH:7]=[C:6]([CH3:8])[N:5]=[CH:4][C:3]=1[N:9]1[CH2:10][CH2:11][NH:12][CH2:13][CH2:14]1 |f:2.3|. Reported procedure: To 5-amino-2,4-dimethylpyridine (883 mg) were added N,N-diisopropylethylamine (2.1 mL) and N,N-bis(2-chloroethyl)-p-toluenesulfonamide (2.08 g), and the mixture was stirred with heating under reflux. After completion of the reaction, water was added to the reaction mixture, the mixture was extracted with chloroform, and the solvent was evaporated. The obtained residue was purified by column chromatography (chloroform:methanol) to give 1-(4,6-dimethylpyridin-3-yl)-4-(toluene-4-sulfonyl)piperazine...